Dataset: the Open Reaction Database (ORD), a public repository of structured organic reaction records. Task: describe an organic reaction: reactants, conditions, products, and yield Run in C(C)O (ethanol). Reported procedure: The resulting benzyl 4-(cyclopropylmethyl)homopiperazin-1-carboxylate (2.5 g) was dissolved in 50 mL of ethanol, 10% palladium-carbon (500 mg) was added, and the reaction mixture was stirred at room temperature under hydrogen atmosphere (1 atm) for 12 hours. The palladium-carbon was removed by filtration, and the filtrate was evaporated to give the title compound (1.4 g) as a colorless oil. Reagents/catalysts: [C].[Pd] (palladium-carbon). Product: C1(CC1)CN1CCNCCC1 (1-(Cyclopropylmethyl)homopiperazine). Reactants: C1(CC1)CN1CCN(CCC1)C(=O)OCC1=CC=CC=C1 (benzyl 4-(cyclopropylmethyl)homopiperazin-1-carboxylate). Reaction conditions: time 12 hour. As a reaction SMILES: [CH:1]1([CH2:4][N:5]2[CH2:11][CH2:10][CH2:9][N:8](C(OCC3C=CC=CC=3)=O)[CH2:7][CH2:6]2)[CH2:3][CH2:2]1>C(O)C.[C].[Pd]>[CH:1]1([CH2:4][N:5]2[CH2:11][CH2:10][CH2:9][NH:8][CH2:7][CH2:6]2)[CH2:2][CH2:3]1 |f:2.3|. The yield is 104.7%.